This data is from the Open Reaction Database (ORD), a public repository of structured organic reaction records. The task is: describe an organic reaction: reactants, conditions, products, and yield Reactants: N1CC(C1)OC1=CC=C(C=C1)CN(C)C (1-(4-(Azetidin-3-yloxy)phenyl)-N,N-dimethylmethanamine), C1(=CC=CC=C1)C1=NN=C(O1)C(=O)OCC (ethyl 5-phenyl-1,3,4-oxadiazole-2-carboxylate). The product is CN(C)CC1=CC=C(OC2CN(C2)C(=O)C=2OC(=NN2)C2=CC=CC=C2)C=C1 ((3-(4-((Dimethylamino)methyl)phenoxy)azetidin-1-yl)(5-phenyl-1,3,4-oxadiazol-2-yl)methanone). The yield is 38.0%. Reaction SMILES: [NH:1]1[CH2:4][CH:3]([O:5][C:6]2[CH:11]=[CH:10][C:9]([CH2:12][N:13]([CH3:15])[CH3:14])=[CH:8][CH:7]=2)[CH2:2]1.[C:16]1([C:22]2[O:26][C:25]([C:27](OCC)=[O:28])=[N:24][N:23]=2)[CH:21]=[CH:20][CH:19]=[CH:18][CH:17]=1>>[CH3:14][N:13]([CH2:12][C:9]1[CH:8]=[CH:7][C:6]([O:5][CH:3]2[CH2:2][N:1]([C:27]([C:25]3[O:26][C:22]([C:16]4[CH:17]=[CH:18][CH:19]=[CH:20][CH:21]=4)=[N:23][N:24]=3)=[O:28])[CH2:4]2)=[CH:11][CH:10]=1)[CH3:15]. Procedure: Using a similar protocol as described in Example 16 employing 33B (0.10 g, 0.48 mmol) and ethyl 5-phenyl-1,3,4-oxadiazole-2-carboxylate (0.12 g, 0.53 mmol) as starting materials afforded 69 mg (38%) of 33 as a solid. 1H NMR (500 MHz, CDCl3): δ 2.24 (s, 6H), 3.37 (s, 2H), 4.34 (dd, 1H), 4.65 (dd, 1H), 4.77 (dd, 1H), 5.10 (m, 2H), 6.74 (d, 2H), 7.24 (m, 2H), 7.55 (m, 3H), 8.15 (d, 2H), MS (APCI+) m/z 379 [M+H]+, LC purity: 95%.